Dataset: the Open Reaction Database (ORD), a public repository of structured organic reaction records. Task: describe an organic reaction: reactants, conditions, products, and yield Reactants: N1(CCCC1)CN1N=CC=C1 (1-(1-pyrrolidinomethyl)pyrazole), CC(C)(C)C1=NC(=NC(=C1O)C(C)(C)C)C(=O)N(C)OC (4,6-bis(1,1-dimethylethyl)-5-hydroxy-N-methoxy-N-methyl-2-pyrimidinecarboxamide), solution, C(CCC)[Li] (n-butyllithium). Solvent: O1CCCC1 (tetrahydrofuran), O1CCCC1 (tetrahydrofuran), C1CCCCC1 (cyclohexane). Conditions: temperature -78 celsius, time 1 hour. The product is CC(C)(C)C1=NC(=NC(=C1O)C(C)(C)C)C(=O)C1=NNC=C1 ([4,6-Bis(1,1-dimethylethyl)-5-hydroxy-2-pyrimidinyl](1H-pyrazol-3-yl)methanone). The yield is 43.0%. RXN SMILES: N1(C[N:7]2[CH:11]=[CH:10][CH:9]=[N:8]2)CCCC1.C([Li])CCC.[CH3:17][C:18]([C:21]1[C:26]([OH:27])=[C:25]([C:28]([CH3:31])([CH3:30])[CH3:29])[N:24]=[C:23]([C:32](N(OC)C)=[O:33])[N:22]=1)([CH3:20])[CH3:19]>O1CCCC1.C1CCCCC1>[CH3:20][C:18]([C:21]1[C:26]([OH:27])=[C:25]([C:28]([CH3:31])([CH3:30])[CH3:29])[N:24]=[C:23]([C:32]([C:11]2[CH:10]=[CH:9][NH:8][N:7]=2)=[O:33])[N:22]=1)([CH3:17])[CH3:19]. Reported procedure: To a solution of 1-(1-pyrrolidinomethyl)pyrazole (0.64 g, 4.2 mmol) (See Katritzky, A. R.; Rewcastle, G. W.; Fan, W-Q; J. Org. Chem 1988, 53, 5688) in tetrahydrofuran (10 mL) at -78° C. under nitrogen atmosphere is added a 2.1M solution of n-butyllithium (2.0 mL, 4.20 mmol) in cyclohexane. The resulting mixture is stirred 1 hour at -78° C. and warmed to ~0° C. After stirring 0.5 hours at 0° C., this mixture is cannula transferred to a solution of 4,6-bis(1,1-dimethylethyl)-5-hydroxy-N-methoxy-N-... The reactants are CCOC(=O)N1CC2N(C)C(C)CC2(Cl)C1, Cl. The product is CC1CC2(Cl)CNCC2N1C. Reaction SMILES: [Cl:1][C:2]12[CH2:3][CH:4]([CH3:16])[N:5]([CH3:15])[CH:6]1[CH2:7][N:8]([C:10]([O:11][CH2:12][CH3:13])=[O:14])[CH2:9]2.[ClH:17]>>[Cl:1][C:2]12[CH2:3][CH:4]([CH3:16])[N:5]([CH3:15])[CH:6]1[CH2:7][NH:8][CH2:9]2. Run in C(C)(=O)OCC.CCCCCC (ethyl acetate hexane), CN(C=O)C (dimethylformamide). Reported procedure: Combine 1-(t-butoxycarbonyl)-4-(1H-benzimidazol-2-yl)[1,4]diazepane (1.7 g, 5.37 mmol), tetrahydrofuran (45 mL), and dimethylformamide (5 mL). Cool in an ice-bath. Add sodium hydride (0.32 g, 60%n in oil, 8.06 mmol). After 15 minutes, warm to ambient temperature. When gas evolution ceases add 2-(chloromethyl)furan (0.94 g, 8.06 mmol). After 18 hours, cool the reaction mixture, quench by the addition of a saturated aqueous ammonium chloride solution. Evaporate to remove most of the tetrahydrofura... Yields the product C(C)(C)(C)OC(=O)N1CCN(CCC1)C1=NC2=C(N1CC=1OC=CC1)C=CC=C2 (1-(t-butoxycarbonyl)-4-(fur-2-ylmethyl-1H-benzimidazol-2-yl)[1,4]diazepane). RXN SMILES: [C:1]([O:5][C:6]([N:8]1[CH2:14][CH2:13][CH2:12][N:11]([C:15]2[NH:19][C:18]3[CH:20]=[CH:21][CH:22]=[CH:23][C:17]=3[N:16]=2)[CH2:10][CH2:9]1)=[O:7])([CH3:4])([CH3:3])[CH3:2].O1CCCC1.[H-].[Na+].Cl[CH2:32][C:33]1[O:34][CH:35]=[CH:36][CH:37]=1>C(OCC)(=O)C.CCCCCC.CN(C)C=O>[C:1]([O:5][C:6]([N:8]1[CH2:14][CH2:13][CH2:12][N:11]([C:15]2[N:16]([CH2:32][C:33]3[O:34][CH:35]=[CH:36][CH:37]=3)[C:17]3[CH:23]=[CH:22][CH:21]=[CH:20][C:18]=3[N:19]=2)[CH2:10][CH2:9]1)=[O:7])([CH3:4])([CH3:2])[CH3:3] |f:2.3,5.6|. Run at time 15 minute. Starting materials: C(C)(C)(C)OC(=O)N1CCN(CCC1)C1=NC2=C(N1)C=CC=C2 (1-(t-butoxycarbonyl)-4-(1H-benzimidazol-2-yl)[1,4]diazepane), ClCC=1OC=CC1 (2-(chloromethyl)furan), O1CCCC1 (tetrahydrofuran), [H-].[Na+] (sodium hydride). The reactants are CC(C)(C)[O-].[K+] (KOtBu), BrC=1C=CC(=C(C#N)C1)F (5-bromo-2-fluorobenzonitrile), NC1=CC=C(C=C1)C(=O)N1CCOCC1 ((4-aminophenyl)(morpholino)methanone). Run in CS(=O)C (DMSO), CS(=O)C (DMSO), CS(=O)C (DMSO). Run at time 35 minute. The product is BrC=1C=CC(=C(C#N)C1)NC1=CC=C(C=C1)C(=O)N1CCOCC1 (5-bromo-2-(4-(morpholine-4-carbonyl)phenylamino)benzonitrile). Yield: 92.1%. As a reaction SMILES: CC([O-])(C)C.[K+].[NH2:7][C:8]1[CH:13]=[CH:12][C:11]([C:14]([N:16]2[CH2:21][CH2:20][O:19][CH2:18][CH2:17]2)=[O:15])=[CH:10][CH:9]=1.[Br:22][C:23]1[CH:24]=[CH:25][C:26](F)=[C:27]([CH:30]=1)[C:28]#[N:29]>CS(C)=O>[Br:22][C:23]1[CH:24]=[CH:25][C:26]([NH:7][C:8]2[CH:9]=[CH:10][C:11]([C:14]([N:16]3[CH2:17][CH2:18][O:19][CH2:20][CH2:21]3)=[O:15])=[CH:12][CH:13]=2)=[C:27]([CH:30]=1)[C:28]#[N:29] |f:0.1|. Reported procedure: KOtBu (2.78 g, 24.75 mmol) was dissolved into 20 ml DMSO in a round bottom flask. (4-aminophenyl)(morpholino)methanone (5.10 g, 24.75 mmol) in 10 ml DMSO was added and the resulting mixture was stirred for 35 mins at r.t. The mixture was cooled in an iced bath for 5 mins 5-bromo-2-fluorobenzonitrile (4.5 g, 22.50 mmol) in 10 ml DMSO was added dropwise. Iced bath was removed and the mixture was stirred for 1 hr at r.t. The mixture was diluted with ethyl acetate, 100 ml saturated NH4Cl water solut... Reactants: hydrochloride salt, CC1=CC=C(C=C1)S(=O)(=O)OCC1OC2=C(C1)C=C(C=C2C2=CC=C(C=C2)F)C ((±)-[7-(4-fluorophenyl) 5-methyl-2,3-dihydro-1-benzofuran-2-yl]methyl 4-methylbenzenesulfonate), CN (methylamine). The product is FC1=CC=C(C=C1)C1=CC(=CC=2CC(OC21)CNC)C ((±)-{[7-(4-fluorophenyl)-5-methyl-2,3-dihydro-1-benzofuran-2-yl]methyl}methylamine). As a reaction SMILES: CC1C=CC(S(O[CH2:12][CH:13]2[CH2:17][C:16]3[CH:18]=[C:19]([CH3:29])[CH:20]=[C:21]([C:22]4[CH:27]=[CH:26][C:25]([F:28])=[CH:24][CH:23]=4)[C:15]=3[O:14]2)(=O)=O)=CC=1.[CH3:30][NH2:31]>>[F:28][C:25]1[CH:26]=[CH:27][C:22]([C:21]2[C:15]3[O:14][CH:13]([CH2:12][NH:31][CH3:30])[CH2:17][C:16]=3[CH:18]=[C:19]([CH3:29])[CH:20]=2)=[CH:23][CH:24]=1. Reported procedure: The title compound was prepared (0.028 g, 25%) following the general procedure of Example 390 as a white solid, hydrochloride salt from (±)-[7-(4-fluorophenyl) 5-methyl-2,3-dihydro-1-benzofuran-2-yl]methyl 4-methylbenzenesulfonate (0.15 g, 0.36 mmol) and methylamine (0.112 g, 3.6 mmol). mp 206-208° C. Reactants: CC=1C=NC=CC1C=1OC2=C(N1)C=C(C=C2)C(F)(F)F (2-(3-methylpyridin-4-yl)-5-(trifluoromethyl)benzoxazole), C(Cl)(Cl)Cl (chloroform), ClC1=CC(=CC=C1)C(=O)OO (m-chloroperbenzoic acid). Run in C(C)(=O)OCC (ethyl acetate). Run at time 3 hour. The product is CC=1C=[N+](C=CC1C=1OC2=C(N1)C=C(C=C2)C(F)(F)F)[O-] (3-methyl-4-[5-(trifluoromethyl)benzoxazole-2-yl]pyridine N-oxide). Yield: 80.4%. RXN SMILES: [CH3:1][C:2]1[CH:3]=[N:4][CH:5]=[CH:6][C:7]=1[C:8]1[O:9][C:10]2[CH:16]=[CH:15][C:14]([C:17]([F:20])([F:19])[F:18])=[CH:13][C:11]=2[N:12]=1.C(Cl)(Cl)Cl.ClC1C=CC=C(C(OO)=[O:33])C=1>C(OCC)(=O)C>[CH3:1][C:2]1[CH:3]=[N+:4]([O-:33])[CH:5]=[CH:6][C:7]=1[C:8]1[O:9][C:10]2[CH:16]=[CH:15][C:14]([C:17]([F:20])([F:18])[F:19])=[CH:13][C:11]=2[N:12]=1. Procedure details: To a mixture of 0.20 g of 2-(3-methylpyridin-4-yl)-5-(trifluoromethyl)benzoxazole and 4 ml of chloroform, 0.30 g of 65% m-chloroperbenzoic acid was added while ice-cooling. The reaction mixture was stirred at room temperature for three hours, then diluted with ethyl acetate, and washed with 5% aqueous solution of sodium hydroxide and a saturated sodium chloride solution, sequentially. The organic layer was dried over anhydrous sodium sulfate, and concentrated under reduced pressure to give 0.17 ...